Dataset: the Open Reaction Database (ORD), a public repository of structured organic reaction records. Task: describe an organic reaction: reactants, conditions, products, and yield Starting materials: COC(=O)c1cccc(CBr)c1, O=C([O-])[O-], Nc1nc(Cl)nc2nc[nH]c12, [K+], [K+], CN(C)C=O. Yields the product COC(=O)c1cccc(Cn2cnc3c(N)nc(Cl)nc32)c1. As a reaction SMILES: [Br:18][CH2:19][c:20]1[cH:21][c:22]([C:23](=[O:24])[O:25][CH3:26])[cH:27][cH:28][cH:29]1.[C:12](=[O:13])([O-:14])[O-:15].[Cl:1][c:2]1[n:3][c:4]([NH2:11])[c:5]2[nH:6][cH:7][n:8][c:9]2[n:10]1.[K+:16].[K+:17].[O:30]=[CH:31][N:32]([CH3:33])[CH3:34]>>[Cl:1][c:2]1[n:3][c:4]([NH2:11])[c:5]2[n:6][cH:7][n:8]([CH2:19][c:20]3[cH:21][c:22]([C:23](=[O:24])[O:25][CH3:26])[cH:27][cH:28][cH:29]3)[c:9]2[n:10]1. Reactants: CC(Br)C=CC(=O)O, CO, [Na+], O=C([O-])O, O=S(=O)(O)O. The product is COC(=O)C=CC(C)Br. Reaction SMILES: [Br:1][CH:2]([CH:3]=[CH:4][C:5](=[O:6])[OH:7])[CH3:8].[CH3:19][OH:20].[Na+:18].[O-:14][C:15]([OH:16])=[O:17].[S:9](=[O:10])(=[O:11])([OH:12])[OH:13]>>[Br:1][CH:2]([CH:3]=[CH:4][C:5](=[O:6])[O:7][CH3:15])[CH3:8]. The reactants are CC(=O)OC1CCC(COS(=O)(=O)c2ccc(C)cc2)O1, ClCCl, [Cl-], [Cl-], [Cl-], [Cl-], [Na+], O=C([O-])O, CCOP(OCC)OCC, [Ti+4]. Product: CCOP(=O)(OCC)C1CCC(COS(=O)(=O)c2ccc(C)cc2)O1. Reaction SMILES: [C:1]([O:2][CH:5]1[O:6][CH:7]([CH2:10][O:11][S:12](=[O:13])(=[O:14])[c:15]2[cH:16][cH:17][c:18]([CH3:21])[cH:19][cH:20]2)[CH2:8][CH2:9]1)(=[O:3])[CH3:4].[CH2:37]([Cl:38])[Cl:39].[Cl-:40].[Cl-:42].[Cl-:43].[Cl-:44].[Na+:36].[O-:32][C:33]([OH:34])=[O:35].[P:22]([O:23][CH2:24][CH3:25])([O:26][CH2:27][CH3:28])[O:29][CH2:30][CH3:31].[Ti+4:41]>>[CH:5]1([P:22]([O:23][CH2:24][CH3:25])([O:26][CH2:27][CH3:28])=[O:29])[O:6][CH:7]([CH2:10][O:11][S:12](=[O:13])(=[O:14])[c:15]2[cH:16][cH:17][c:18]([CH3:21])[cH:19][cH:20]2)[CH2:8][CH2:9]1. The reactants are CN(C)CCCCCCCCCCCC (N,N-dimethyldodecylamine), BrCCCCCCCl (1-bromo-6-chlorohexane), C(C)(C)(C)OC (tert-butylmethylether), C(C)(C)(C)OC (tert-butylmethylether). Reaction conditions: temperature 58 celsius. Product: [Br-].ClC(C[N+](C)(C)CCCCCCCCCCCC)CCCC ((b-chlorohexyl)dodecyldimethylammonium bromide). As a reaction SMILES: [CH3:1][N:2]([CH2:4][CH2:5][CH2:6][CH2:7][CH2:8][CH2:9][CH2:10][CH2:11][CH2:12][CH2:13][CH2:14][CH3:15])[CH3:3].[Br:16]C[CH2:18][CH2:19][CH2:20][CH2:21][CH2:22][Cl:23].[C:24](OC)(C)(C)C>>[Br-:16].[Cl:23][CH:22]([CH2:21][CH2:20][CH2:19][CH3:18])[CH2:3][N+:2]([CH2:4][CH2:5][CH2:6][CH2:7][CH2:8][CH2:9][CH2:10][CH2:11][CH2:12][CH2:13][CH2:14][CH3:15])([CH3:24])[CH3:1] |f:3.4|. Reported procedure: To a 500 mL, round-bottomed flask equipped with air condensers and magnetic stirring was charged N,N-dimethyldodecylamine (95.13 grams, 0.513 moles), 1-bromo-6-chlorohexane (102.40 grams, 0.513 moles) and tert-butylmethylether (200 mL). The reaction was maintained at 58° C. for 14 hours. During this time a white precipitate formed. The reaction was cooled to room temperature and tert-butylmethylether (350 mL) was added. Solids were collected by vacuum filtration The mother liquor was allowed to ... Yield: 80.9%. Run in O1CCCC1 (tetrahydrofuran), O (water). As a reaction SMILES: [CH2:1]([O:6][C:7]1[CH:12]=[CH:11][C:10]([C:13]2[S:14][C:15]([C:18]3[CH:23]=[CH:22][C:21](Br)=[CH:20][CH:19]=3)=[CH:16][N:17]=2)=[CH:9][CH:8]=1)[CH2:2][CH2:3][CH2:4][CH3:5].C([Li])CCC.[C:30](=[O:32])=[O:31].Cl>O1CCCC1.O>[CH2:1]([O:6][C:7]1[CH:12]=[CH:11][C:10]([C:13]2[S:14][C:15]([C:18]3[CH:23]=[CH:22][C:21]([C:30]([OH:32])=[O:31])=[CH:20][CH:19]=3)=[CH:16][N:17]=2)=[CH:9][CH:8]=1)[CH2:2][CH2:3][CH2:4][CH3:5]. The reactants are C(=O)=O (dry-ice), C(CCCC)OC1=CC=C(C=C1)C=1SC(=CN1)C1=CC=C(C=C1)Br (2-(4-pentyloxyphenyl)-5-(4-bromophenyl)thiazole), C(CCC)[Li] (n-butyllithium), C(CCC)[Li] (n-butyllithium), Cl (hydrochloric acid). Yields the product C(CCCC)OC1=CC=C(C=C1)C=1SC(=CN1)C1=CC=C(C(=O)O)C=C1 (4-[2-(4-pentyloxyphenyl)thiazol-5-yl]benzoic acid). Reported procedure: A solution of 2-(4-pentyloxyphenyl)-5-(4-bromophenyl)thiazole (2.3 g) in dry tetrahydrofuran (60 ml) was cooled to −60° C., and a solution of n-butyllithium (1.66M in n-hexane, 4.46 ml) was added slowly to maintain the reaction temperature at −60° C. After stirring for 1 hour, a solution of n-butyllithium (1.66M in n-hexane, 1.0 ml) was additionally added. The reaction mixture was allowed to warm to −40° C. After stirring for 30 minutes, dry-ice (5 g) was added. The reaction mixture was allowed ... Reaction conditions: temperature -60 celsius, time 1 hour. The product is O=C(O)C(F)(F)F, CNC(=S)Nc1ccc(S(=O)(=O)NC(C=O)CC(=O)O)c(OCCc2cccc3ncccc23)c1. The reactants are CNC(=S)Nc1ccc(S(=O)(=O)NC(C=O)CC(=O)OC(C)(C)C)c(OCCc2cccc3ncccc23)c1, ClCCl, O=C(O)C(F)(F)F. Reaction SMILES: [C:1]([CH3:2])([CH3:3])([CH3:4])[O:5][C:6]([CH2:7][CH:8]([CH:9]=[O:10])[NH:11][S:12](=[O:13])(=[O:14])[c:15]1[c:16]([O:26][CH2:27][CH2:28][c:29]2[c:30]3[cH:31][cH:32][cH:33][n:34][c:35]3[cH:36][cH:37][cH:38]2)[cH:17][c:18]([NH:21][C:22](=[S:23])[NH:24][CH3:25])[cH:19][cH:20]1)=[O:39].[Cl:47][CH2:48][Cl:49].[F:40][C:41]([C:42](=[O:43])[OH:44])([F:45])[F:46]>>[F:40][C:41]([C:42](=[O:43])[OH:44])([F:45])[F:46].[O:5]=[C:6]([CH2:7][CH:8]([CH:9]=[O:10])[NH:11][S:12](=[O:13])(=[O:14])[c:15]1[c:16]([O:26][CH2:27][CH2:28][c:29]2[c:30]3[cH:31][cH:32][cH:33][n:34][c:35]3[cH:36][cH:37][cH:38]2)[cH:17][c:18]([NH:21][C:22](=[S:23])[NH:24][CH3:25])[cH:19][cH:20]1)[OH:39]. The reactants are NC1=NC(=NC=2N1OC(N2)=O)N(CC=C)CC=C (7-amino-5-diallylamino-2H-[1,2,4]oxadiazolo[2,3-a]-s-triazin-2-one), O1C(=CC=C1)C(=O)Cl (furan-2-carboxylic acid chloride), Cl (hydrochloric acid). Solvent: C(Cl)Cl (methylene chloride), O (water), C(Cl)Cl (methylene chloride), C(C)N(CC)CC (triethylamine). Conditions: temperature 0 celsius. The product is C(C=C)N(C1=NC=2N(C(=N1)NC(=O)C=1OC=CC1)OC(N2)=O)CC=C (N-{5-diallylamino-2-oxo-2H-[1,2,4]oxadiazolo[2,3-a]-s-triazin-7-yl}-2-furamide). RXN SMILES: [NH2:1][C:2]1[N:7]2[O:8][C:9](=[O:11])[N:10]=[C:6]2[N:5]=[C:4]([N:12]([CH2:16][CH:17]=[CH2:18])[CH2:13][CH:14]=[CH2:15])[N:3]=1.[O:19]1[CH:23]=[CH:22][CH:21]=[C:20]1[C:24](Cl)=[O:25].Cl>O.C(Cl)Cl.C(N(CC)CC)C>[CH2:13]([N:12]([CH2:16][CH:17]=[CH2:18])[C:4]1[N:3]=[C:2]([NH:1][C:24]([C:20]2[O:19][CH:23]=[CH:22][CH:21]=2)=[O:25])[N:7]2[O:8][C:9](=[O:11])[N:10]=[C:6]2[N:5]=1)[CH:14]=[CH2:15]. Reported procedure: 6.0 g. of 7-amino-5-diallylamino-2H-[1,2,4]oxadiazolo[2,3-a]-s-triazin-2-one are suspended in 200 ml. of methylene chloride and 10 ml. of triethylamine. The mixture, cooled to about 0° C., is treated while stirring with 3 ml. of furan-2-carboxylic acid chloride in 50 ml. of methylene chloride. After stirring for 1 hour, the mixture is diluted with 100 ml. of water and adjusted to pH 4 with hydrochloric acid. The two phases are separated and the organic phase is dried over magnesium sulfate and e...